This data is from the Open Reaction Database (ORD), a public repository of structured organic reaction records. The task is: describe an organic reaction: reactants, conditions, products, and yield Reactants: B.C1CCOC1 (BH3-THF), solution, COC(=O)C=1SC=C(C1Cl)CC#N (2-Methoxycarbonyl-3-chloro-4-cyanomethylthiophene). Run in C1CCOC1 (THF), C1CCOC1 (THF). Conditions: time 16 hour. Yields the product COC(=O)C=1SC=C(C1Cl)CCN (2-methoxycarbonyl-3-chloro-4-(2-aminoethyl)thiophene). As a reaction SMILES: [CH3:1][O:2][C:3]([C:5]1[S:6][CH:7]=[C:8]([CH2:11][C:12]#[N:13])[C:9]=1[Cl:10])=[O:4].B.C1COCC1>C1COCC1>[CH3:1][O:2][C:3]([C:5]1[S:6][CH:7]=[C:8]([CH2:11][CH2:12][NH2:13])[C:9]=1[Cl:10])=[O:4] |f:1.2|. Procedure details: 2-Methoxycarbonyl-3-chloro-4-cyanomethylthiophene (2 g, 9.27 mmol) was dissolved in THF (100 mL) and BH3-THF (18.6 mL of a 1 M solution in THF, 18.6 mmol) was added. After stirring for 16 hours at ambient temperature, the reaction was quenched with water followed by 1 M NaOH. Potassium carbonate was added to afford two layers. The organic layer was separated and concentrated in vacuo to afford 2-methoxycarbonyl-3-chloro-4-(2-aminoethyl)thiophene. Reactants: N1(CCCC2=CC=CC=C12)C=1C2=C(N=CN1)NC(=C2)C2=CC=C(C=C2)[N+](=O)[O-] (4-(1,2,3,4-Tetrahydroquinolin-1-yl)-6-(4-nitro-phenyl)-7H-pyrrolo[2,3-d]-pyrimidine). The reagents and catalysts are [Ni] (Raney nickel). Solvent: C1(=CC=CC=C1)C.CC(=O)C (toluene acetone). Yields the product N1(CCCC2=CC=CC=C12)C=1C2=C(N=CN1)NC(=C2)C2=CC=C(C=C2)N (4-(1,2,3,4-Tetrahydroquinolin-1-yl)-6-(4amino-phenyl)-7H-pyrrolo[2.3-d]-pyrimidine). As a reaction SMILES: [N:1]1([C:11]2[C:12]3[CH:19]=[C:18]([C:20]4[CH:25]=[CH:24][C:23]([N+:26]([O-])=O)=[CH:22][CH:21]=4)[NH:17][C:13]=3[N:14]=[CH:15][N:16]=2)[C:10]2[C:5](=[CH:6][CH:7]=[CH:8][CH:9]=2)[CH2:4][CH2:3][CH2:2]1>[Ni].C1(C)C=CC=CC=1.CC(C)=O>[N:1]1([C:11]2[C:12]3[CH:19]=[C:18]([C:20]4[CH:21]=[CH:22][C:23]([NH2:26])=[CH:24][CH:25]=4)[NH:17][C:13]=3[N:14]=[CH:15][N:16]=2)[C:10]2[C:5](=[CH:6][CH:7]=[CH:8][CH:9]=2)[CH2:4][CH2:3][CH2:2]1 |f:2.3|. Procedure: This product is obtained in a manner analogous to that described in Example 7 by hydrogenation of 4-(1,2,3,4-tetrahydroquinolin-1-yl)-6-(4-nitro-phenyl)-7H-pyrrolo[2,3-d]-pyrimidine (Example 10) with Raney nickel. M.p. 243-245° C.; FAB-MS: (M+H)+ =342 (corresponds to C21H19N5); Rf value (toluene-acetone--4:6)=0.25. The reactants are Cl (hydrogen chloride), CN(C=O)C (dimethylformamide), C(C)N(C=1C2=C(N=CN1)C1=C(S2)C=CC=C1)CC (4-diethylaminobenzothieno[3,2-d]pyrimidine), hydrochloride salt, O (Water). Reagents/catalysts: [Ni] (Raney nickel). The solvent is C(C)OCC (ethyl ether). Conditions: time 48 hour. Yields the product Cl.C(C)N(C1=NC=NC(=C1)C1=CC=CC=C1)CC (4-Diethylamino-6-phenylpyrimidine hydrochloride). RXN SMILES: CN(C)C=O.[CH2:6]([N:8]([CH2:22][CH3:23])[C:9]1[C:10]2S[C:16]3[CH:18]=[CH:19][CH:20]=[CH:21][C:15]=3[C:11]=2[N:12]=[CH:13][N:14]=1)[CH3:7].O.[ClH:25]>[Ni].C(OCC)C>[ClH:25].[CH2:22]([N:8]([CH2:6][CH3:7])[C:9]1[CH:10]=[C:11]([C:15]2[CH:21]=[CH:20][CH:19]=[CH:18][CH:16]=2)[N:12]=[CH:13][N:14]=1)[CH3:23] |f:6.7|. Procedure details: To a solution of 1.5 ml. of dimethylformamide containing 4-diethylaminobenzothieno[3,2-d]pyrimidine (2.0 g.) is added a large excess of Raney nickel and the resulting mixture heated to reflux. Water is allowed to distill from the reaction mixture until the temperature reaches 150° C. where refluxing is continued with rapid stirring for 48 hours. The solids are filtered and the filtrate concentrated in vacuo to an oil. The residual oil is partitioned between water and chloroform and the organic l... Starting materials: CC(=O)OC(C)=O, c1ccncc1, OCCCc1ccccn1. Product: CC(=O)OCCCc1ccccn1. As a reaction SMILES: [CH3:11][C:12](=[O:13])[O:14][C:15](=[O:16])[CH3:17].[cH:18]1[cH:19][cH:20][n:21][cH:22][cH:23]1.[n:1]1[c:2]([CH2:7][CH2:8][CH2:9][OH:10])[cH:3][cH:4][cH:5][cH:6]1>>[n:1]1[c:2]([CH2:7][CH2:8][CH2:9][O:10][C:12]([CH3:11])=[O:13])[cH:3][cH:4][cH:5][cH:6]1. Starting materials: [NH4+].[Cl-] (NH4Cl), C(=O)(C(F)(F)F)O (TFA), C1(CCCC1)NC1=NC(=NC=C1C1=C(N=NC(=C1)Cl)Cl)N (N4-Cyclopentyl-5-(3,6-dichloro-4-pyridazinyl)-2,4-pyrimidinediamine), C([O-])(O)=O.[Na+] (sodium bicarbonate). The solvent is CS(=O)C (DMSO), C(C)#N.O (acetonitrile H2O). Run at temperature 110 celsius, time 200 minute. The product is ClC1=CC2=C(N=N1)N(C1=C2C=NC(=N1)N)C1CCCC1 (3-Chloro-9-cyclopentyl-9H-pyrimido[5′,4′:4,5]pyrrolo[2,3-c]pyridazin-7-amine). The yield is 6.3%. RXN SMILES: [CH:1]1([NH:6][C:7]2[C:12]([C:13]3[CH:18]=[C:17]([Cl:19])[N:16]=[N:15][C:14]=3Cl)=[CH:11][N:10]=[C:9]([NH2:21])[N:8]=2)[CH2:5][CH2:4][CH2:3][CH2:2]1.C(=O)(O)[O-].[Na+].[NH4+].[Cl-].C(O)(C(F)(F)F)=O>CS(C)=O.C(#N)C.O>[Cl:19][C:17]1[N:16]=[N:15][C:14]2[N:6]([CH:1]3[CH2:5][CH2:4][CH2:3][CH2:2]3)[C:7]3[N:8]=[C:9]([NH2:21])[N:10]=[CH:11][C:12]=3[C:13]=2[CH:18]=1 |f:1.2,3.4,7.8|. Procedure: A mixture of crude N4-cyclopentyl-5-(3,6-dichloropyridazin-4-yl)pyrimidine-2,4-diamine (323) (0.27 g, 0.83 mmol) and sodium bicarbonate (0.065 mL, 1.7 mmol) in DMSO (10 mL) was heated in an oil bath at 110° C. for 11 h. Then the temperature was raised to 125° C. and stirred at this temperature for 200 min at which time LC-MS showed completion. Upon workup, the mixture was poured into ice and saturated NH4Cl aqueous solution and extracted with ethyl acetate (3×). The combined organics were washed... Reactants: COc3ccc2cc(c1ccc(C)cc1)ccc2c3 (substrate), Cn2cnc1ccccc12 (effective_coupling_partner). Reagents/catalysts: CDC. Reaction conditions: temperature 90 celsius, time 16 hour. The product is Cc5ccc(c4ccc3cc(c2nc1ccccc1n2C)ccc3c4)cc5. The reactants are C(CC)N(CCC)CC1NCCCC1 (2-[(dipropylamino)methyl]piperidine), BrCC#N (2-bromoacetonitrile), C(CC)N(CCC)CC1N(CCCC1)CC#N ((±)-2-[2-[(dipropylamino)methyl]piperidin-1-yl]acetonitrile). The solvent is ClCCl.C(C)(=O)OCC (dichloromethane ethyl acetate). The product is C(C)N(CC)CC1N(CCCC1)CCCC#N (4-[2-[(Diethylamino)methyl]-piperidin-1-yl]butane nitrile). As a reaction SMILES: [CH2:1]([N:4]([CH2:8][CH:9]1[CH2:14][CH2:13][CH2:12][CH2:11][NH:10]1)[CH2:5][CH2:6]C)[CH2:2]C.BrCC#N.C([N:22]([CH2:26][CH:27]1[CH2:32][CH2:31]CCN1CC#N)CCC)CC>ClCCl.C(OCC)(=O)C>[CH2:1]([N:4]([CH2:8][CH:9]1[CH2:14][CH2:13][CH2:12][CH2:11][N:10]1[CH2:31][CH2:32][CH2:27][C:26]#[N:22])[CH2:5][CH3:6])[CH3:2] |f:3.4|. Reported procedure: from 2-[(dipropylamino)methyl]piperidine and 2-bromoacetonitrile, (±)-2-[2-[(dipropylamino)methyl]piperidin-1-yl]acetonitrile, RF 0.9 (Macherey-Nagel, PolygramRSIL G/UV254, pre-coated plastic sheets for TLC, eluant: dichloromethane/ethyl acetate 50:50 v/v).